This data is from the Open Reaction Database (ORD), a public repository of structured organic reaction records. The task is: describe an organic reaction: reactants, conditions, products, and yield The reactants are C(C)OC(=O)C1(CC1)C1=CC=C(C=C1)C1=CC=C(C=C1)C1=C(C(=NO1)C)N (1-[4′-(4-amino-3-methyl-isoxazol-5-yl)-biphenyl-4-yl]-cyclopropanecarboxylic acid ethyl ester), BrC1=CC=CC(=N1)N1CCOCC1 (4-(6-bromo-pyridin-2-yl)-morpholine). Yields the product C(C)OC(=O)C1(CC1)C1=CC=C(C=C1)C1=CC=C(C=C1)C1=C(C(=NO1)C)NC1=NC(=CC=C1)N1CCOCC1 (1-{4′-[3-Methyl-4-(6-morpholin-4-yl-pyridin-2-ylamino)-isoxazol-5-yl]-biphenyl-4-yl}-cyclopropanecarboxylic acid ethyl ester). Reaction SMILES: [CH2:1]([O:3][C:4]([C:6]1([C:9]2[CH:14]=[CH:13][C:12]([C:15]3[CH:20]=[CH:19][C:18]([C:21]4[O:25][N:24]=[C:23]([CH3:26])[C:22]=4[NH2:27])=[CH:17][CH:16]=3)=[CH:11][CH:10]=2)[CH2:8][CH2:7]1)=[O:5])[CH3:2].Br[C:29]1[N:34]=[C:33]([N:35]2[CH2:40][CH2:39][O:38][CH2:37][CH2:36]2)[CH:32]=[CH:31][CH:30]=1>>[CH2:1]([O:3][C:4]([C:6]1([C:9]2[CH:10]=[CH:11][C:12]([C:15]3[CH:20]=[CH:19][C:18]([C:21]4[O:25][N:24]=[C:23]([CH3:26])[C:22]=4[NH:27][C:29]4[CH:30]=[CH:31][CH:32]=[C:33]([N:35]5[CH2:36][CH2:37][O:38][CH2:39][CH2:40]5)[N:34]=4)=[CH:17][CH:16]=3)=[CH:13][CH:14]=2)[CH2:8][CH2:7]1)=[O:5])[CH3:2]. Reported procedure: Prepared according to the procedure described in Example 68, Step 2, using 1-[4′-(4-amino-3-methyl-isoxazol-5-yl)-biphenyl-4-yl]-cyclopropanecarboxylic acid ethyl ester and 4-(6-bromo-pyridin-2-yl)-morpholine. Starting materials: CC(C)(C)OC(=O)N1CCC(N)CC1, COc1cc(OCC2CC2)c(-c2ncnc3c(C(=O)O)c[nH]c23)cc1F. Product: COc1cc(OCC2CC2)c(-c2ncnc3c(C(=O)NC4CCN(C(=O)OC(C)(C)C)CC4)c[nH]c23)cc1F. RXN SMILES: [C:27]([CH3:28])([CH3:29])([CH3:30])[O:31][C:32](=[O:33])[N:34]1[CH2:35][CH2:36][CH:37]([NH2:40])[CH2:38][CH2:39]1.[CH:1]1([CH2:4][O:5][c:6]2[c:7](-[c:15]3[c:16]4[c:17]([n:18][cH:19][n:20]3)[c:21]([C:24](=[O:25])[OH:26])[cH:22][nH:23]4)[cH:8][c:9]([F:14])[c:10]([O:12][CH3:13])[cH:11]2)[CH2:2][CH2:3]1>>[CH:1]1([CH2:4][O:5][c:6]2[c:7](-[c:15]3[c:16]4[c:17]([n:18][cH:19][n:20]3)[c:21]([C:24](=[O:26])[NH:40][CH:37]3[CH2:36][CH2:35][N:34]([C:32]([O:31][C:27]([CH3:28])([CH3:29])[CH3:30])=[O:33])[CH2:39][CH2:38]3)[cH:22][nH:23]4)[cH:8][c:9]([F:14])[c:10]([O:12][CH3:13])[cH:11]2)[CH2:2][CH2:3]1. The reactants are solution, Cl (hydrogen chloride), [Si](C)(C)(C(C)(C)C)OC[C@H](C1=CC(=C(C=C1)Cl)F)N1C(C=C(C=C1)C1=NC(=NC=C1)N[C@@H]1[C@@H](COCC1)F)=O (1-((S)-2-(tert-butyldimethylsilyloxy)-1-(4-chloro-3-fluorophenyl)ethyl)-4-(2-((3S,4S)-3-fluorotetrahydro-2H-pyran-4-ylamino)pyrimidin-4-yl)pyridin-2(1H)-one). The solvent is O1CCOCC1 (dioxane), CO (MeOH). Run at time 1 hour. The product is ClC1=C(C=C(C=C1)[C@@H](CO)N1C(C=C(C=C1)C1=NC(=NC=C1)N[C@@H]1[C@@H](COCC1)F)=O)F (1-((S)-1-(4-chloro-3-fluorophenyl)-2-hydroxyethyl)-4-(2-(((3S,4S)-3-fluorotetrahydro-2H-pyran-4-yl)amino)pyrimidin-4-yl)pyridin-2(1H)-one), 5u. As a reaction SMILES: Cl.[Si]([O:9][CH2:10][C@@H:11]([N:20]1[CH:25]=[CH:24][C:23]([C:26]2[CH:31]=[CH:30][N:29]=[C:28]([NH:32][C@H:33]3[CH2:38][CH2:37][O:36][CH2:35][C@H:34]3[F:39])[N:27]=2)=[CH:22][C:21]1=[O:40])[C:12]1[CH:17]=[CH:16][C:15]([Cl:18])=[C:14]([F:19])[CH:13]=1)(C(C)(C)C)(C)C>O1CCOCC1.CO>[Cl:18][C:15]1[CH:16]=[CH:17][C:12]([C@H:11]([N:20]2[CH:25]=[CH:24][C:23]([C:26]3[CH:31]=[CH:30][N:29]=[C:28]([NH:32][C@H:33]4[CH2:38][CH2:37][O:36][CH2:35][C@H:34]4[F:39])[N:27]=3)=[CH:22][C:21]2=[O:40])[CH2:10][OH:9])=[CH:13][C:14]=1[F:19]. Procedure details: A 4.0M solution of hydrogen chloride (18.6 mL, 74.5 mmol) in dioxane was slowly added to a cold (0° C.) solution of 1-((S)-2-(tert-butyldimethylsilyloxy)-1-(4-chloro-3-fluorophenyl)ethyl)-4-(2-((3S,4S)-3-fluorotetrahydro-2H-pyran-4-ylamino)pyrimidin-4-yl)pyridin-2(1H)-one (8.6 g, 14.9 mmol) in MeOH (40 mL), and the mixture was stirred for 1 hour. The reaction mixture was concentrated, and the residue was taken up in saturated NaHCO3 and extracted with ethyl acetate (2×). The organic layer was dr... Reactants: C(C)(C)NC(C)C (diisopropylamine), C(CCC)[Li] (butyl lithium), [Cl-].[NH4+] (ammonium chloride), ClC=1C=NC=C(C1C)Cl (3,5-dichloro-4-methylpyridine), C1(CCCC1)OC=1C=C(C=O)C=CC1OC (3- cyclopentyloxy-4-methoxybenzaldehyde). Solvent: O1CCCC1 (tetrahydrofuran), CCCCCC (hexane), O1CCCC1 (tetrahydrofuran), O1CCCC1 (tetrahydrofuran). Reaction conditions: time 30 minute. The product is C1(CCCC1)OC=1C=C(C=CC1OC)C(CC1=C(C=NC=C1Cl)Cl)O (1-(3-cyclopentyloxy-4-methoxyphenyl)-2-(3,5-dichloropyrid-4-yl)ethanol). Yield: 84.9%. As a reaction SMILES: C(NC(C)C)(C)C.C([Li])CCC.[Cl:13][C:14]1[CH:15]=[N:16][CH:17]=[C:18]([Cl:21])[C:19]=1[CH3:20].[CH:22]1([O:27][C:28]2[CH:29]=[C:30]([CH:33]=[CH:34][C:35]=2[O:36][CH3:37])[CH:31]=[O:32])[CH2:26][CH2:25][CH2:24][CH2:23]1.[Cl-].[NH4+]>O1CCCC1.CCCCCC>[CH:22]1([O:27][C:28]2[CH:29]=[C:30]([CH:31]([OH:32])[CH2:20][C:19]3[C:18]([Cl:21])=[CH:17][N:16]=[CH:15][C:14]=3[Cl:13])[CH:33]=[CH:34][C:35]=2[O:36][CH3:37])[CH2:23][CH2:24][CH2:25][CH2:26]1 |f:4.5|. Procedure: A stirred solution of diisopropylamine (9.75 mL) in dry tetrahydrofuran (200 mL) at -70° C. is treated dropwise with a solution of butyl lithium in hexane (27.2 mL; 2.5 M) and the solution is stirred for 30 minutes. It is then treated with a solution of 3,5-dichloro-4-methylpyridine (10.25 g) in dry tetrahydrofuran (60 mL) during 30 minutes, while keeping the temperature below -75° C., and the solution is then stirred for a further 30 minutes. It is then treated with 3- cyclopentyloxy-4-methoxyb... Yields the product NC=1SC2=C(N1)C1=C(CS2(=O)=O)C(=NN1C1CCOCC1)C(=O)OCC (Ethyl 7-amino-1-(tetrahydro-2H-pyran-4-yl)-1,4-dihydropyrazolo[3′,4′:4,5]thiopyrano[3,2-d][1,3]thiazole-3-carboxylate 5,5-dioxide). The solvent is C(Cl)Cl (DCM). The reactants are C(=O)(C(F)(F)F)O (TFA), C(C)(C)(C)OC(=O)NC=1SC2=C(N1)C1=C(CS2(=O)=O)C(=NN1C1CCOCC1)C(=O)OCC (ethyl 7-[(tert-butoxycarbonyl)amino]-1-(tetrahydro-2H-pyran-4-yl)-1,4-dihydropyrazolo[3′,4′:4,5]thiopyrano[3,2-d][1,3]thiazole-3-carboxylate 5,5-dioxide), O (water). RXN SMILES: C(OC([NH:8][C:9]1[S:10][C:11]2[S:17](=[O:19])(=[O:18])[CH2:16][C:15]3[C:20]([C:29]([O:31][CH2:32][CH3:33])=[O:30])=[N:21][N:22]([CH:23]4[CH2:28][CH2:27][O:26][CH2:25][CH2:24]4)[C:14]=3[C:12]=2[N:13]=1)=O)(C)(C)C.C(O)(C(F)(F)F)=O.O>C(Cl)Cl>[NH2:8][C:9]1[S:10][C:11]2[S:17](=[O:19])(=[O:18])[CH2:16][C:15]3[C:20]([C:29]([O:31][CH2:32][CH3:33])=[O:30])=[N:21][N:22]([CH:23]4[CH2:24][CH2:25][O:26][CH2:27][CH2:28]4)[C:14]=3[C:12]=2[N:13]=1. Reported procedure: To a fine suspension of ethyl 7-[(tert-butoxycarbonyl)amino]-1-(tetrahydro-2H-pyran-4-yl)-1,4-dihydropyrazolo[3′,4′:4,5]thiopyrano[3,2-d][1,3]thiazole-3-carboxylate 5,5-dioxide (182 mg; 0.37 mmol; 1.00 eq.) in DCM (540 μl) is added TFA (180 μl; 2.34 mmol; 6.40 eq.). The mixture is stirred at rt overnight after which water is added to the reaction mixture. The precipitate is washed with water then dried under vacuum to afford the title compound as an off-white powder. 1H NMR (DMSO) δ 8.34 (bs, 2H...